From a dataset of the Open Reaction Database (ORD), a public repository of structured organic reaction records. describe an organic reaction: reactants, conditions, products, and yield Starting materials: CN(C)C=O, CC(C)N=C=NC(C)C, NCc1ccc(C2C(CCC(O)c3ccc(F)cc3)C(=O)N2c2ccc(F)cc2)cc1, O=C(O)COCCOCCOCC(=O)NCCOCCOCC(=O)C(O)C(O)C(O)C(O)CO, Oc1cccc2[nH]nnc12. Product: O=C(COCCOCCOCC(=O)NCc1ccc(C2C(CCC(O)c3ccc(F)cc3)C(=O)N2c2ccc(F)cc2)cc1)NCCOCCOCC(=O)C(O)C(O)C(O)C(O)CO. Reaction SMILES: [CH3:85][N:86]([CH3:87])[CH:88]=[O:89].[CH:66]([N:67]=[C:68]=[N:69][CH:70]([CH3:71])[CH3:72])([CH3:73])[CH3:74].[NH2:1][CH2:2][c:3]1[cH:4][cH:5][c:6]([CH:9]2[CH:10]([CH2:21][CH2:22][CH:23]([OH:24])[c:25]3[cH:26][cH:27][c:28]([F:31])[cH:29][cH:30]3)[C:11](=[O:20])[N:12]2[c:13]2[cH:14][cH:15][c:16]([F:19])[cH:17][cH:18]2)[cH:7][cH:8]1.[OH:32][CH:33]([C:34]([CH2:35][O:36][CH2:37][CH2:38][O:39][CH2:40][CH2:41][NH:42][C:43](=[O:44])[CH2:45][O:46][CH2:47][CH2:48][O:49][CH2:50][CH2:51][O:52][CH2:53][C:54](=[O:55])[OH:56])=[O:57])[CH:58]([CH:59]([CH:60]([CH2:61][OH:62])[OH:63])[OH:64])[OH:65].[OH:75][c:76]1[c:77]2[n:78][n:79][nH:80][c:81]2[cH:82][cH:83][cH:84]1>>[NH:1]([CH2:2][c:3]1[cH:4][cH:5][c:6]([CH:9]2[CH:10]([CH2:21][CH2:22][CH:23]([OH:24])[c:25]3[cH:26][cH:27][c:28]([F:31])[cH:29][cH:30]3)[C:11](=[O:20])[N:12]2[c:13]2[cH:14][cH:15][c:16]([F:19])[cH:17][cH:18]2)[cH:7][cH:8]1)[C:54]([CH2:53][O:52][CH2:51][CH2:50][O:49][CH2:48][CH2:47][O:46][CH2:45][C:43]([NH:42][CH2:41][CH2:40][O:39][CH2:38][CH2:37][O:36][CH2:35][C:34]([CH:33]([OH:32])[CH:58]([CH:59]([CH:60]([CH2:61][OH:62])[OH:63])[OH:64])[OH:65])=[O:57])=[O:44])=[O:55]. Starting materials: [OH-].[Na+] (sodium hydroxide), resultant solution, N1(CCC1)C(=O)C=1C=C(C(=NC1)OC=1C=C(C(=O)OC)C=C(C1)O[C@@H]1COCC1)Cl (Methyl 3-{[5-(azetidin-1-ylcarbonyl)-3-chloropyridin-2-yl]oxy}-5-[(3S)-tetrahydrofuran-3-yloxy]benzoate), O (water). Reagents/catalysts: CO (methanol). The solvent is C1CCOC1 (THF). The product is N1(CCC1)C(=O)C=1C=C(C(=NC1)OC=1C=C(C(=O)O)C=C(C1)O[C@@H]1COCC1)Cl (3-{[5-(Azetidin-1-ylcarbonyl)-3-chloropyridin-2-yl]oxy}-5-[(3S)-tetrahydrofuran-3-yloxy]benzoic acid). The yield is 97.1%. Reaction SMILES: [N:1]1([C:5]([C:7]2[CH:8]=[C:9]([Cl:30])[C:10]([O:13][C:14]3[CH:15]=[C:16]([CH:21]=[C:22]([O:24][C@H:25]4[CH2:29][CH2:28][O:27][CH2:26]4)[CH:23]=3)[C:17]([O:19]C)=[O:18])=[N:11][CH:12]=2)=[O:6])[CH2:4][CH2:3][CH2:2]1.[OH-].[Na+].O>C1COCC1.CO>[N:1]1([C:5]([C:7]2[CH:8]=[C:9]([Cl:30])[C:10]([O:13][C:14]3[CH:15]=[C:16]([CH:21]=[C:22]([O:24][C@H:25]4[CH2:29][CH2:28][O:27][CH2:26]4)[CH:23]=3)[C:17]([OH:19])=[O:18])=[N:11][CH:12]=2)=[O:6])[CH2:4][CH2:3][CH2:2]1 |f:1.2|. Reported procedure: Methyl 3-{[5-(azetidin-1-ylcarbonyl)-3-chloropyridin-2-yl]oxy}-5-[(3S)-tetrahydrofuran-3-yloxy]benzoate (3.75 g, 8.68 mmol) was dissolved in THF (40 mL), 1N sodium hydroxide (8.68 mL, 8.68 mmol) was added followed by water (40 mL) and methanol (1 drop) and the resultant solution stirred at RT for 3 hours. The organics were removed in vacuo, the aqueous solution filtered and extracted with ethyl acetate (30 mL). The aqueous layer was acidified with 2N hydrochloric acid, extracted with ethyl aceta...